This data is from the Open Reaction Database (ORD), a public repository of structured organic reaction records. The task is: describe an organic reaction: reactants, conditions, products, and yield The reactants are O (water), FC=1C=C2CC(N(CC2=CC1)CCN)CC1=CC=C(C=C1)F (2-[6-fluoro-3-(4-fluorobenzyl)-3,4-dihydroisoquinolin-2(1H)-yl]ethanamine), ClC1=NC=CC=C1 (2-chloropyridine), C([O-])([O-])=O.[K+].[K+] (potassium carbonate). Run in CN(C)C=O (DMF). Reaction conditions: temperature 120 celsius, time 8 hour. Product: N1=C(C=CC=C1)NCCN1CC2=CC=C(C=C2CC1CC1=CC=C(C=C1)F)F (N-(pyridin-2-yl)-2-[6-fluoro-3-(4-fluorobenzyl)-3,4-dihydroisoquinolin-2(1H)-yl]ethanamine). The yield is 12.0%. Reaction SMILES: [F:1][C:2]1[CH:3]=[C:4]2[C:9](=[CH:10][CH:11]=1)[CH2:8][N:7]([CH2:12][CH2:13][NH2:14])[CH:6]([CH2:15][C:16]1[CH:21]=[CH:20][C:19]([F:22])=[CH:18][CH:17]=1)[CH2:5]2.Cl[C:24]1[CH:29]=[CH:28][CH:27]=[CH:26][N:25]=1.C(=O)([O-])[O-].[K+].[K+].O>CN(C=O)C>[N:25]1[CH:26]=[CH:27][CH:28]=[CH:29][C:24]=1[NH:14][CH2:13][CH2:12][N:7]1[CH:6]([CH2:15][C:16]2[CH:17]=[CH:18][C:19]([F:22])=[CH:20][CH:21]=2)[CH2:5][C:4]2[C:9](=[CH:10][CH:11]=[C:2]([F:1])[CH:3]=2)[CH2:8]1 |f:2.3.4|. Procedure details: 40 mg of 2-[6-fluoro-3-(4-fluorobenzyl)-3,4-dihydroisoquinolin-2(1H)-yl]ethanamine obtained in Example 180-b), 17 mg of 2-chloropyridine, and 36 mg of potassium carbonate were dissolved in 0.4 mL of DMF, followed by stirring at 120° C. overnight. After completion of the reaction, the reaction liquid was left to be cooled, and water was added thereto, followed by extraction with chloroform. The organic layer was washed with saturated brine, dried over anhydrous sodium sulfate and then concentrate... Starting materials: C(C)(C)(C)OC(=O)N1CC(CCC1)C(=O)O (1-(tert-butoxycarbonyl)-3-piperidinecarboxylic acid), C1(=CC=CC=C1)C1NCCCC1 (2-phenylpiperidine), CCN(C(C)C)C(C)C (DIPEA), CCN=C=NCCCN(C)C (EDCI), C=1C=CC2=C(C1)N=NN2O (HOBT). Run in CN(C)C=O.C(Cl)Cl (DMF DCM), [Cl-].[Na+].O (brine). Run at time 10 minute. Product: C(C)(C)(C)OC(=O)N1CC(CCC1)C(=O)N1C(CCCC1)C1=CC=CC=C1 (3-(2-Phenyl-piperidine-1-carbonyl)-piperidine-1-carboxylic acid tert.-butyl ester). The yield is 31.1%. RXN SMILES: [C:1]([O:5][C:6]([N:8]1[CH2:13][CH2:12][CH2:11][CH:10]([C:14]([OH:16])=O)[CH2:9]1)=[O:7])([CH3:4])([CH3:3])[CH3:2].[C:17]1([CH:23]2[CH2:28][CH2:27][CH2:26][CH2:25][NH:24]2)[CH:22]=[CH:21][CH:20]=[CH:19][CH:18]=1.CCN(C(C)C)C(C)C.CCN=C=NCCCN(C)C.C1C=CC2N(O)N=NC=2C=1>CN(C=O)C.C(Cl)Cl.[Cl-].[Na+].O>[C:1]([O:5][C:6]([N:8]1[CH2:13][CH2:12][CH2:11][CH:10]([C:14]([N:24]2[CH2:25][CH2:26][CH2:27][CH2:28][CH:23]2[C:17]2[CH:22]=[CH:21][CH:20]=[CH:19][CH:18]=2)=[O:16])[CH2:9]1)=[O:7])([CH3:2])([CH3:3])[CH3:4] |f:5.6,7.8.9|. Procedure: To a solution of 2 g of 1-(tert-butoxycarbonyl)-3-piperidinecarboxylic acid (commercially available) (8.72 mmol) in 15 mL of DMF: DCM (3:1) was added 1.39 g 2-phenylpiperidine (commercially available) (8.72 mmol) and 3.04 mL DIPEA (17.4 mmol). The mixture was stirred at room temperature for 10 minutes. 2.5 g EDCI (13.1 mmol) and 2.04 g HOBT (13.1 mmol) was added. The mixture was stirred for 6 h at room temperature, diluted with brine (50 mL) and extracted with ethyl acetate (2×40 mL). The combin... Run in CO (methanol). Reaction conditions: time 2 hour. Procedure details: To a stirred solution of 1-(4-trifluoromethyl-phenyl)-cyclopentanecarbaldehyde (238) (17.0 g, 70.24 mmol) in methanol (200 mL), was added NaBH4 (5.33 g, 140.5 mmol) portion-wise at 0° C. The reaction mixture was then stirred at room temperature for 2 h. After completion of the reaction, the solvent was concentrated and the crude product was diluted with water and extracted with ethyl acetate (2×300 mL). The organic part was dried over Na2SO4 and evaporated to give [1-(4-trifluoromethyl-phenyl)-c... Reactants: FC(C1=CC=C(C=C1)C1(CCCC1)C=O)(F)F (1-(4-trifluoromethyl-phenyl)-cyclopentanecarbaldehyde), [BH4-].[Na+] (NaBH4). Isolated yield 87.4%. Yields the product FC(C1=CC=C(C=C1)C1(CCCC1)CO)(F)F ([1-(4-trifluoromethyl-phenyl)-cyclopentyl]-methanol). As a reaction SMILES: [F:1][C:2]([F:17])([F:16])[C:3]1[CH:8]=[CH:7][C:6]([C:9]2([CH:14]=[O:15])[CH2:13][CH2:12][CH2:11][CH2:10]2)=[CH:5][CH:4]=1.[BH4-].[Na+]>CO>[F:1][C:2]([F:16])([F:17])[C:3]1[CH:4]=[CH:5][C:6]([C:9]2([CH2:14][OH:15])[CH2:13][CH2:12][CH2:11][CH2:10]2)=[CH:7][CH:8]=1 |f:1.2|. Starting materials: product, NNC(=S)N (thiosemicarbazide), N(=O)[O-].[Na+] (sodium nitrite), C(C1=CC=CC=C1)Cl (benzyl chloride), C(C)O (ethyl alcohol). Solvent: O (water), C(C)(=O)OCC (ethyl acetate). Reaction conditions: time 15 minute. Yields the product C(C1=CC=CC=C1)SC1=NN=NN1 (5-Benzylthio-1H-tetrazole). RXN SMILES: [NH2:1][NH:2][C:3]([NH2:5])=[S:4].[CH2:6](Cl)[C:7]1[CH:12]=[CH:11][CH:10]=[CH:9][CH:8]=1.C(O)C.[N:17]([O-])=O.[Na+]>C(OCC)(=O)C.O>[CH2:6]([S:4][C:3]1[NH:5][N:17]=[N:1][N:2]=1)[C:7]1[CH:12]=[CH:11][CH:10]=[CH:9][CH:8]=1 |f:3.4|. Procedure details: A solution of 30 g. (0.33 mole) of thiosemicarbazide and 51 g. (0.40 mole) of benzyl chloride in 500 ml. of ethyl alcohol was heated at the reflux temperature for about 3.5 hours. After heating, the reaction mixture was evaporated to dryness under reduced pressure and the residue was dissolved in water. The solution was washed with ethyl acetate and was added to a solution of 25 g. (0.36 mole) of sodium nitrite in 50 ml. of water. The solution was stirred for 15 minutes and then ethyl acetate wa... Reactants: [H-].[Na+] (sodium hydride), ethyl acetate-hexanes, [Na] (sodium), FC(C(=O)C1=CNC2=NC=CC=C21)(F)F (2,2,2-trifluoro-1-(1H-pyrrolo[2,3-b]pyridin-3-yl)ethanone), BrC=1C(=C2C(=NC1)N(N=C2)C2=CC=CC=C2)Cl (5-bromo-4-chloro-1-phenyl-1H-pyrazolo[3,4-b]pyridine), FC(C(=O)C1=CNC2=NC=CC=C21)(F)F (2,2,2-trifluoro-1-(1H-pyrrolo[2,3-b]pyridin-3-yl)ethanone), solution, [Li]CCCC (n-BuLi). Solvent: [Cl-].[NH4+] (ammonium chloride), C1CCOC1 (THF), C1CCOC1 (THF), hexanes. Reaction conditions: temperature -78 celsius, time 5 minute. Product: ClC1=C2C(=NC=C1C(C(F)(F)F)(O)C1=CNC3=NC=CC=C31)N(N=C2)C2=CC=CC=C2 (1-(4-Chloro-1-phenyl-1H-pyrazolo[3,4-b]pyridin-5-yl)-2,2,2-trifluoro-1-(1H-pyrrolo[2,3-b]pyridin-3-yl)ethanol). Yield: 46.0%. Reaction SMILES: [F:1][C:2]([F:15])([F:14])[C:3]([C:5]1[C:13]2[C:8](=[N:9][CH:10]=[CH:11][CH:12]=2)[NH:7][CH:6]=1)=[O:4].[H-].[Na+].Br[C:19]1[C:20]([Cl:34])=[C:21]2[CH:27]=[N:26][N:25]([C:28]3[CH:33]=[CH:32][CH:31]=[CH:30][CH:29]=3)[C:22]2=[N:23][CH:24]=1.[Li]CCCC.[Na]>C1COCC1.[Cl-].[NH4+]>[Cl:34][C:20]1[C:19]([C:3]([C:5]2[C:13]3[C:8](=[N:9][CH:10]=[CH:11][CH:12]=3)[NH:7][CH:6]=2)([OH:4])[C:2]([F:1])([F:14])[F:15])=[CH:24][N:23]=[C:22]2[N:25]([C:28]3[CH:33]=[CH:32][CH:31]=[CH:30][CH:29]=3)[N:26]=[CH:27][C:21]=12 |f:1.2,7.8,^1:39|. Procedure: To a chilled (ice-bath) solution of 369 mg (1.72 mmol) of 2,2,2-trifluoro-1-(1H-pyrrolo[2,3-b]pyridin-3-yl)ethanone in 10 mL of THF was added 70 mg (1.75 mmol) of 60% sodium hydride in mineral oil and the mixture was then chilled to −78° C. In another flask, to a chilled (−78° C.) solution of 508 mg (1.65 mmol) of 5-bromo-4-chloro-1-phenyl-1H-pyrazolo[3,4-b]pyridine (prepared according to the procedures in Misra, Bioorg. Med. Chem. Lett. 2003, 13, 2405, and Nakai in Chem. Pharm. Bull. 2004, 52, ...